Dataset: the Open Reaction Database (ORD), a public repository of structured organic reaction records. Task: describe an organic reaction: reactants, conditions, products, and yield Starting materials: C(C1=CC=CC=C1)ONC(=O)[C@@H](C\C=C\C1=CC=CC=C1)[C@H](C(=O)NN1C(N(C(C1=O)=O)CC1=CC=CC=C1)=O)CC(C)C ((E)-2(R)-[1(S)-(benzyloxycarbamoyl)-4-phenyl-3-butenyl]-N-(3-benzyl-2,4,5-trioxo-1-imidazolidinyl]-4-methylvaleramide). Reagents/catalysts: [Pd] (palladium-on-carbon). The solvent is CO (methanol). The product is C(C1=CC=CC=C1)N1C(N(C(C1=O)=O)NC([C@H](CC(C)C)[C@H](CCCC1=CC=CC=C1)C(NO)=O)=O)=O (N-(3-benzyl-2,4,5-trioxo-1-imidazolidinyl]-2(R)-[1(S)-(hydroxycarbamoyl)-4-phenylbutyl]-4-methylvaleramide). Yield: 34.0%. RXN SMILES: C([O:8][NH:9][C:10]([C@H:12]([C@@H:22]([CH2:41][CH:42]([CH3:44])[CH3:43])[C:23]([NH:25][N:26]1[C:30](=[O:31])[C:29](=[O:32])[N:28]([CH2:33][C:34]2[CH:39]=[CH:38][CH:37]=[CH:36][CH:35]=2)[C:27]1=[O:40])=[O:24])[CH2:13]/[CH:14]=[CH:15]/[C:16]1[CH:21]=[CH:20][CH:19]=[CH:18][CH:17]=1)=[O:11])C1C=CC=CC=1>CO.[Pd]>[CH2:33]([N:28]1[C:29](=[O:32])[C:30](=[O:31])[N:26]([NH:25][C:23](=[O:24])[C@@H:22]([C@@H:12]([C:10](=[O:11])[NH:9][OH:8])[CH2:13][CH2:14][CH2:15][C:16]2[CH:17]=[CH:18][CH:19]=[CH:20][CH:21]=2)[CH2:41][CH:42]([CH3:43])[CH3:44])[C:27]1=[O:40])[C:34]1[CH:39]=[CH:38][CH:37]=[CH:36][CH:35]=1. Procedure details: A solution of 0.076 g of (E)-2(R)-[1(S)-(benzyloxycarbamoyl)-4-phenyl-3-butenyl]-N-(3-benzyl-2,4,5-trioxo-1-imidazolidinyl]-4-methylvaleramide in 5 ml of methanol was hydrogenated in the presence of 0.025 g of 5% palladium-on-carbon for 6 hours. The catalyst was removed by filtration and the mixture evaporated. The residue was redissolved in 5 ml of methanol and hydrogenated in the presence of 0.020 g of 10% palladium-on-carbon for 3 hours. The catalyst was removed by filtration and the solvent ... The reactants are ice water, C1=CN=C(N1)C2=NC=CN2 (2,2′-biimidazole), CN(C)C=O (DMF), C=1(C(=CC=CC1)S(=O)(=O)OC)C (methyl toluenesulfonate), [H-].[Na+] (NaH). Run at temperature 0 celsius, time 1 hour. Yields the product CN1C(=NC=C1)C=1N(C=CN1)C (1,1′-Dimethyl-2,2′-biimidazole). Yield: 80.0%. As a reaction SMILES: [CH:1]1[NH:5][C:4]([C:6]2[NH:10][CH:9]=[CH:8][N:7]=2)=[N:3]C=1.[H-].[Na+].[C:13]1([CH3:24])C(S(OC)(=O)=O)=CC=CC=1.[CH3:25]N(C=O)C>>[CH3:25][N:7]1[CH:8]=[CH:9][N:10]=[C:6]1[C:4]1[N:5]([CH3:1])[CH:13]=[CH:24][N:3]=1 |f:1.2|. Reported procedure: To a stirred solution of 2,2′-biimidazole (Fieselmann, B. F., et al. Inorg. Chem. 17, 2078(1978)) (4.6 g, 34.3 mmoles) in 100 mL dry DMF in a 250 ml round bottom flask cooled in an ice/water bath was added in portions NaH(60% in mineral oil, 2.7 g, 68.6 mmoles). After the solution was stirred at 0° C. for one hour under N2, methyl toluenesulfonate (10.3 mL, 68.6 mmoles) was added in small portions using a syringe over 30 min. The stirring of the solution in the ice/water bath was continued for 1... Reactants: CCOC(=O)C1(CC#N)CCNCC1, O=S(=O)(Cl)c1ccccc1Cl, c1ccncc1. Yields the product CCOC(=O)C1(CC#N)CCN(S(=O)(=O)c2ccccc2Cl)CC1. Reaction SMILES: [CH2:1]([CH3:2])[O:3][C:4](=[O:5])[C:6]1([CH2:12][C:13]#[N:14])[CH2:7][CH2:8][NH:9][CH2:10][CH2:11]1.[Cl:15][c:16]1[c:17]([S:22](=[O:23])(=[O:24])[Cl:25])[cH:18][cH:19][cH:20][cH:21]1.[cH:26]1[cH:27][cH:28][n:29][cH:30][cH:31]1>>[CH2:1]([CH3:2])[O:3][C:4](=[O:5])[C:6]1([CH2:12][C:13]#[N:14])[CH2:7][CH2:8][N:9]([S:22]([c:17]2[c:16]([Cl:15])[cH:21][cH:20][cH:19][cH:18]2)(=[O:23])=[O:24])[CH2:10][CH2:11]1. The reactants are IC=1N=C(C=2N=CN([C@H]3[C@H](O)[C@H](O)[C@@H](CO)O3)C2N1)N (2-iodoadenosine), C1(CCCCC1)C#C (cyclohexylacetylene), C(#C)C1(CCCCC1)O (1-ethynyl-1-cyclohexanol). Run at time 1 hour. Yields the product OC1(CCCCC1)C#CC=1N=C(C=2N=CN([C@H]3[C@H](O)[C@H](O)[C@@H](CO)O3)C2N1)N (2-[(1-hydroxycyclohexane-1-yl)ethynyl]adenosine). Yield: 79.0%. As a reaction SMILES: I[C:2]1[N:3]=[C:4]([NH2:20])[C:5]2[N:6]=[CH:7][N:8]([C:18]=2[N:19]=1)[C@@H:9]1[O:17][C@H:14]([CH2:15][OH:16])[C@@H:12]([OH:13])[C@H:10]1[OH:11].C1(C#C)CCCCC1.[C:29]([C:31]1([OH:37])[CH2:36][CH2:35][CH2:34][CH2:33][CH2:32]1)#[CH:30]>>[OH:37][C:31]1([C:29]#[C:30][C:2]2[N:3]=[C:4]([NH2:20])[C:5]3[N:6]=[CH:7][N:8]([C:18]=3[N:19]=2)[C@@H:9]2[O:17][C@H:14]([CH2:15][OH:16])[C@@H:12]([OH:13])[C@H:10]2[OH:11])[CH2:36][CH2:35][CH2:34][CH2:33][CH2:32]1. Procedure details: The procedure of Example 1 was repeated except that 1.14 g (2.9 mmol) of 2-iodoadenosine was used as the starting compound, that the cyclohexylacetylene was replaced by 1-ethynyl-1-cyclohexanol, and that the reaction was carried out at a temperature of 100° C. for one hour, respectively, whereby 0.91 g (2.3 mmol) of crystalline 2-[(1-hydroxycyclohexane-1-yl)ethynyl]adenosine was obtained (yield: 79%). Starting materials: CCOC(N)=O, CN(C)c1ccncc1, c1ccncc1, O=C(Cl)C1c2ccccc2Oc2ccccc21. Yields the product CCOC(=O)NC(=O)C1c2ccccc2Oc2ccccc21. RXN SMILES: [CH3:1][CH2:2][O:3][C:4]([NH2:5])=[O:6].[CH3:24][N:25]([c:26]1[cH:27][cH:28][n:29][cH:30][cH:31]1)[CH3:32].[cH:33]1[cH:34][cH:35][n:36][cH:37][cH:38]1.[cH:7]1[cH:8][cH:9][cH:10][c:11]2[c:20]1[CH:19]([C:21](=[O:22])[Cl:23])[c:18]1[c:13]([cH:14][cH:15][cH:16][cH:17]1)[O:12]2>>[CH3:1][CH2:2][O:3][C:4]([NH:5][C:21]([CH:19]1[c:18]2[c:13]([cH:14][cH:15][cH:16][cH:17]2)[O:12][c:11]2[cH:10][cH:9][cH:8][cH:7][c:20]21)=[O:22])=[O:6]. The reactants are ClC1=NC(=CC(=N1)C1=CC(=C(C=C1)F)Cl)N1CCN(CC1)C1=NC=CC=C1C(F)(F)F (2-chloro-4-(3-chloro-4-fluoro-phenyl)-6-[4-(3-trifluoromethyl-pyridin-2-yl)-piperazin-1-yl]-pyrimidine), CN1C=NC=C1 (1-methyl-1H-imidazole), MgO, C1=CC=C(C=C1)P(C2=CC=CC=C2)C3=CC=CC=C3 (PPh3). Reagents/catalysts: [Cu]I (CuI), CC(=O)[O-].CC(=O)[O-].[Pd+2] (Pd(OAc)2). Solvent: O1CCOCC1 (dioxane). Conditions: temperature 150 celsius. Yields the product ClC=1C=C(C=CC1F)C1=NC(=NC(=C1)N1CCN(CC1)C1=NC=CC=C1C(F)(F)F)C=1N(C=CN1)C (4-(3-chloro-4-fluoro-phenyl)-2-(1-methyl-1H-imidazol-2-yl)-6-[4-(3-trifluoromethyl-pyridin-2-yl)-piperazin-1-yl]-pyrimidine). Reaction SMILES: Cl[C:2]1[N:7]=[C:6]([C:8]2[CH:13]=[CH:12][C:11]([F:14])=[C:10]([Cl:15])[CH:9]=2)[CH:5]=[C:4]([N:16]2[CH2:21][CH2:20][N:19]([C:22]3[C:27]([C:28]([F:31])([F:30])[F:29])=[CH:26][CH:25]=[CH:24][N:23]=3)[CH2:18][CH2:17]2)[N:3]=1.[CH3:32][N:33]1[CH:37]=[CH:36][N:35]=[CH:34]1.C1C=CC(P(C2C=CC=CC=2)C2C=CC=CC=2)=CC=1>O1CCOCC1.[Cu]I.CC([O-])=O.CC([O-])=O.[Pd+2]>[Cl:15][C:10]1[CH:9]=[C:8]([C:6]2[CH:5]=[C:4]([N:16]3[CH2:21][CH2:20][N:19]([C:22]4[C:27]([C:28]([F:29])([F:31])[F:30])=[CH:26][CH:25]=[CH:24][N:23]=4)[CH2:18][CH2:17]3)[N:3]=[C:2]([C:34]3[N:33]([CH3:32])[CH:37]=[CH:36][N:35]=3)[N:7]=2)[CH:13]=[CH:12][C:11]=1[F:14] |f:5.6.7|. Procedure details: To a mixture of 2-chloro-4-(3-chloro-4-fluoro-phenyl)-6-[4-(3-trifluoromethyl-pyridin-2-yl)-piperazin-1-yl]-pyrimidine (200 mg, 0.43 mmol), 1-methyl-1H-imidazole (42 mg, 0.51 mmol), CuI (161 mg, 0.86 mmol), MgO (21 mg, 051 mmol), and PPh3 (22 mg, 0.086 mmol) in dioxane add Pd(OAc)2 (5 mg, mg, 0.021 mmol). Purge the reaction mixture for 10 minutes with dry N2. Heat the mixture at 150° C. for 24 hours, cool to room temperature, and partition between water and EtOAc. Dry the solution (Na2SO4), conc...